From a dataset of the Open Reaction Database (ORD), a public repository of structured organic reaction records. describe an organic reaction: reactants, conditions, products, and yield Run in C(C)#N (acetonitrile). As a reaction SMILES: CS(O[CH:6]1[CH2:11][CH2:10][CH2:9][N:8]([C:12]2[CH:17]=[CH:16][C:15]([C:18]3[O:19][CH:20]=[CH:21][N:22]=3)=[CH:14][CH:13]=2)[CH2:7]1)(=O)=O.[NH2:23][C@@H:24]1[CH2:29][CH2:28][CH2:27][CH2:26][C@H:25]1[NH:30][C:31](=[O:37])[O:32][C:33]([CH3:36])([CH3:35])[CH3:34]>C(#N)C>[O:19]1[CH:20]=[CH:21][N:22]=[C:18]1[C:15]1[CH:16]=[CH:17][C:12]([N:8]2[CH2:9][CH2:10][CH2:11][CH:6]([NH:23][C@@H:24]3[CH2:29][CH2:28][CH2:27][CH2:26][C@H:25]3[NH:30][C:31](=[O:37])[O:32][C:33]([CH3:35])([CH3:34])[CH3:36])[CH2:7]2)=[CH:13][CH:14]=1.[O:19]1[CH:20]=[CH:21][N:22]=[C:18]1[C:15]1[CH:14]=[CH:13][C:12]([N:8]2[CH2:9][CH2:10][CH2:11][CH:6]2[CH2:7][NH:23][C@@H:24]2[CH2:29][CH2:28][CH2:27][CH2:26][C@H:25]2[NH:30][C:31](=[O:37])[O:32][C:33]([CH3:35])([CH3:34])[CH3:36])=[CH:17][CH:16]=1. Conditions: temperature 120 celsius, time 30 minute. Procedure: To a solution of 1-(4-(oxazol-2-yl)phenyl)piperidin-3-yl methanesulfonate (110 mg, 0.341 mmol) in acetonitrile (4 mL) was added tert-butyl (1R,2R)-2-aminocyclohexylcarbamate (110 mg, 0.512 mmol). The reaction was stirred in a microwave at 120° C. for 30 min. After this time, LC/MS showed two pairs of products formed. The reaction was concentrated. The residue was diluted with EtOAc and washed with water. EtOAc extracts were concentrated. The resulting residue was purified using silica gel chroma... Product: O1C(=NC=C1)C1=CC=C(C=C1)N1CC(CCC1)N[C@H]1[C@@H](CCCC1)NC(OC(C)(C)C)=O (tert-Butyl (1R,2R)-2-(1-(4-(oxazol-2-yl)phenyl)piperidin-3-ylamino)cyclohexylcarbamate), O1C(=NC=C1)C1=CC=C(C=C1)N1C(CCC1)CN[C@H]1[C@@H](CCCC1)NC(OC(C)(C)C)=O (tert-butyl (1R,2R)-2-((1-(4-(oxazol-2-yl)phenyl)pyrrolidin-2-yl)methylamino)cyclohexylcarbamate). Starting materials: CS(=O)(=O)OC1CN(CCC1)C1=CC=C(C=C1)C=1OC=CN1 (1-(4-(oxazol-2-yl)phenyl)piperidin-3-yl methanesulfonate), N[C@H]1[C@@H](CCCC1)NC(OC(C)(C)C)=O (tert-butyl (1R,2R)-2-aminocyclohexylcarbamate). Reactants: N1(CCOCC1)C(=O)Cl (morpholine-4-carbonyl chloride), C(C)(C)(C)C1=CC=C(C=C1)S(=O)(=O)NC1=NC=NC(=C1OC1=CC(=CC=C1)OC)OCCO (p-tert-butyl-N-[6-(2-hydroxy-ethoxy) -5-(m-methoxyphenoxy)-4-pyrimidinyl]benzenesulfonamide), CN(C)C1=NC=CC=C1 (dimethylaminopyridine). Yields the product C(C)(C)(C)C1=CC=C(C=C1)S(=O)(=O)NC1=C(C(=NC=N1)OCCOC(=O)N1CCOCC1)OC1=CC(=CC=C1)OC (morpholine-4-carboxylic acid 2-[6-(4-tert -butyl-phenylsulfonylamino)-5-(3-methoxy-phenoxy)-pyrimidin-4-yloxy]-ethyl ester). As a reaction SMILES: [N:1]1([C:7](Cl)=[O:8])[CH2:6][CH2:5][O:4][CH2:3][CH2:2]1.[C:10]([C:14]1[CH:19]=[CH:18][C:17]([S:20]([NH:23][C:24]2[C:29]([O:30][C:31]3[CH:36]=[CH:35][CH:34]=[C:33]([O:37][CH3:38])[CH:32]=3)=[C:28]([O:39][CH2:40][CH2:41][OH:42])[N:27]=[CH:26][N:25]=2)(=[O:22])=[O:21])=[CH:16][CH:15]=1)([CH3:13])([CH3:12])[CH3:11].CN(C1C=CC=CN=1)C>>[C:10]([C:14]1[CH:15]=[CH:16][C:17]([S:20]([NH:23][C:24]2[N:25]=[CH:26][N:27]=[C:28]([O:39][CH2:40][CH2:41][O:42][C:7]([N:1]3[CH2:6][CH2:5][O:4][CH2:3][CH2:2]3)=[O:8])[C:29]=2[O:30][C:31]2[CH:36]=[CH:35][CH:34]=[C:33]([O:37][CH3:38])[CH:32]=2)(=[O:22])=[O:21])=[CH:18][CH:19]=1)([CH3:13])([CH3:11])[CH3:12]. Procedure details: In analogy to Example 1, part a), from 0.15 ml of morpholine-4-carbonyl chloride and 200 mg of p-tert-butyl-N-[6-(2-hydroxy-ethoxy) -5-(m-methoxyphenoxy)-4-pyrimidinyl]benzenesulfonamide with the addition of 154 mg of dimethylaminopyridine at a reaction period of 12 hours there was obtained morpholine-4-carboxylic acid 2-[6-(4-tert -butyl-phenylsulfonylamino)-5-(3-methoxy-phenoxy)-pyrimidin-4-yloxy]-ethyl ester. MS: 587.4 (M+H). Reactants: Cl (hydrochloric acid), COC(=O)C=1C=C(C=CC1)C1=CC(=CC=C1)NCCNC[C@H](O)C1=CC(=CC=C1)Cl ((R)-3′-[[2-[[2-(3-chlorophenyl)-2-hydroxyethyl]amino]ethyl]amino]-[1,1′-biphenyl]-3-carboxylic acid methyl ester), O.[OH-].[Li+] (lithium hydroxide monohydrate). Solvent: CO (methanol), O (water). Run at time 16 hour. The product is ClC=1C=C(C=CC1)[C@H](CNCCNC=1C=C(C=CC1)C1=CC(=CC=C1)C(=O)O)O ((R)-3′-[[2-[[2-(3-Chlorophenyl)-2-hydroxyethyl]amino]ethyl]amino]-[1,1′-biphenyl]-3-carboxylic acid). The yield is 55.7%. RXN SMILES: C[O:2][C:3]([C:5]1[CH:6]=[C:7]([C:11]2[CH:16]=[CH:15][CH:14]=[C:13]([NH:17][CH2:18][CH2:19][NH:20][CH2:21][C@@H:22]([C:24]3[CH:29]=[CH:28][CH:27]=[C:26]([Cl:30])[CH:25]=3)[OH:23])[CH:12]=2)[CH:8]=[CH:9][CH:10]=1)=[O:4].O.[OH-].[Li+].Cl>CO.O>[Cl:30][C:26]1[CH:25]=[C:24]([C@@H:22]([OH:23])[CH2:21][NH:20][CH2:19][CH2:18][NH:17][C:13]2[CH:12]=[C:11]([C:7]3[CH:8]=[CH:9][CH:10]=[C:5]([C:3]([OH:4])=[O:2])[CH:6]=3)[CH:16]=[CH:15][CH:14]=2)[CH:29]=[CH:28][CH:27]=1 |f:1.2.3|. Reported procedure: To a solution of the (R)-3′-[[2-[[2-(3-chlorophenyl)-2-hydroxyethyl]amino]ethyl]amino]-[1,1′-biphenyl]-3-carboxylic acid methyl ester (4.12 g) in methanol (60 mL) was added a solution of lithium hydroxide monohydrate (2.08 g) in water (20 mL). The mixture was stirred for 16 h, and 1 N hydrochloric acid was added until the mixture was neutral. The mixture was decanted and the residue was purified by flash silica chromatography eluting with 6:2:0.1 chloroform/methanol/ammonium hydroxide to afford ... The reactants are N(=[N+]=[N-])C(C(F)(F)F)C1=CC=C(C2=C1N1C(=N2)N(CCC1)C1=C(C=C(C=C1)Cl)Cl)Cl (6-(1-Azido-2,2,2-trifluoroethyl)-9-chloro-1-(2,4-dichlorophenyl)-1,2,3,4-tetrahydropyrimido[1,2-a]benzimidazole), C1(=CC=CC=C1)P(C1=CC=CC=C1)C1=CC=CC=C1 (triphenylphosphine). Isolated yield 104.5%. As a reaction SMILES: [N:1]([CH:4]([C:9]1[C:14]2[N:15]3[CH2:21][CH2:20][CH2:19][N:18]([C:22]4[CH:27]=[CH:26][C:25]([Cl:28])=[CH:24][C:23]=4[Cl:29])[C:16]3=[N:17][C:13]=2[C:12]([Cl:30])=[CH:11][CH:10]=1)[C:5]([F:8])([F:7])[F:6])=[N+]=[N-].C1(P(C2C=CC=CC=2)C2C=CC=CC=2)C=CC=CC=1>O1CCCC1.O>[Cl:30][C:12]1[C:13]2[N:17]=[C:16]3[N:18]([C:22]4[CH:27]=[CH:26][C:25]([Cl:28])=[CH:24][C:23]=4[Cl:29])[CH2:19][CH2:20][CH2:21][N:15]3[C:14]=2[C:9]([CH:4]([NH2:1])[C:5]([F:6])([F:7])[F:8])=[CH:10][CH:11]=1. Procedure details: A solution of 6-(1-Azido-2,2,2-trifluoroethyl)-9-chloro-1-(2,4-dichlorophenyl)-1,2,3,4-tetrahydropyrimido[1,2-a]benzimidazole (68.2 mg, 0.143 mmol) and triphenylphosphine (56.3 mg, 0.215 mmol) in tetrahydrofuran (5.0 mL) and water (0.10 mL) was stirred at 60° C. for 20 hr. The reaction mixture was concentrated in vacuo and the residue was purified by flash column chromatography on silica gel eluting with a 30-100% ethyl acetate/n-hexane gradient mixture to give 1-[9-Chloro-1-(2,4-dichlorophenyl)... The product is ClC1=CC=C(C=2N3C(=NC21)N(CCC3)C3=C(C=C(C=C3)Cl)Cl)C(C(F)(F)F)N (1-[9-Chloro-1-(2,4-dichlorophenyl)-1,2,3,4-tetrahydropyrimido[1,2-a]benzimidazol-6-yl]-2,2,2-trifluoroethanamine). Run in O1CCCC1 (tetrahydrofuran), O (water). Starting materials: [Na+].C(CCCCCCCCCCCCCCC)NC1=CC=C(C(=O)[O-])C=C1 (p-hexadecylaminobenzoic acid sodium salt), OC1[C@H](O)[C@@H](O)[C@H](O[C@H]2[C@H](O)[C@@H](O)[C@@H](O)[C@H](O2)CO)[C@H](O1)CO (lactose), [Na+].C(CCCCCCCCCCCCCCC)NC1=CC=C(C(=O)[O-])C=C1 (p-hexadecylaminobenzoic acid sodium salt). Run in O (water), O (water), O (water). Yields the product OC1[C@H](O)[C@@H](O)[C@H](O[C@H]2[C@H](O)[C@@H](O)[C@@H](O)[C@H](O2)CO)[C@H](O1)CO.[Na+].C(CCCCCCCCCCCCCCC)NC1=CC=C(C(=O)[O-])C=C1 (Lactose p-hexadecylaminobenzoic acid sodium salt). Reaction SMILES: [Na+:1].[CH2:2]([NH:18][C:19]1[CH:27]=[CH:26][C:22]([C:23]([O-:25])=[O:24])=[CH:21][CH:20]=1)[CH2:3][CH2:4][CH2:5][CH2:6][CH2:7][CH2:8][CH2:9][CH2:10][CH2:11][CH2:12][CH2:13][CH2:14][CH2:15][CH2:16][CH3:17].[OH:28][CH:29]1[O:48][C@H:47]([CH2:49][OH:50])[C@@H:34]([O:35][C@@H:36]2[O:44][C@H:43]([CH2:45][OH:46])[C@H:41]([OH:42])[C@H:39]([OH:40])[C@H:37]2[OH:38])[C@H:32]([OH:33])[C@H:30]1[OH:31]>O>[OH:28][CH:29]1[O:48][C@H:47]([CH2:49][OH:50])[C@@H:34]([O:35][C@@H:36]2[O:44][C@H:43]([CH2:45][OH:46])[C@H:41]([OH:42])[C@H:39]([OH:40])[C@H:37]2[OH:38])[C@H:32]([OH:33])[C@H:30]1[OH:31].[Na+:1].[CH2:2]([NH:18][C:19]1[CH:20]=[CH:21][C:22]([C:23]([O-:25])=[O:24])=[CH:26][CH:27]=1)[CH2:3][CH2:4][CH2:5][CH2:6][CH2:7][CH2:8][CH2:9][CH2:10][CH2:11][CH2:12][CH2:13][CH2:14][CH2:15][CH2:16][CH3:17] |f:0.1,4.5.6|. Reported procedure: A solution of 1.0 g. of p-hexadecylaminobenzoic acid sodium salt and 3.0 g. of lactose in 12.5 ml. of water at 75°-85° C. is frozen quickly by immersion in a -80° C. bath and lyophilized. The resulting solid coprecipitate is pulverized. This coprecipitate is soluble in water at 10 mg./ml. as opposed to p-hexadecylaminobenzoic acid sodium salt, which is soluble in water at 1 mcg./ml. The reactants are BrC(Br)(Br)Br, [Li]CCCC, COCCCn1ccnc1, [Cl-], [NH4+], C1CCOC1. Product: COCCCn1ccnc1Br. Reaction SMILES: [Br:16][C:17]([Br:18])([Br:19])[Br:20].[CH2:11]([Li:12])[CH2:13][CH2:14][CH3:15].[CH3:1][O:2][CH2:3][CH2:4][CH2:5][n:6]1[cH:7][n:8][cH:9][cH:10]1.[Cl-:21].[NH4+:22].[O:23]1[CH2:24][CH2:25][CH2:26][CH2:27]1>>[CH3:1][O:2][CH2:3][CH2:4][CH2:5][n:6]1[c:7]([Br:16])[n:8][cH:9][cH:10]1. The reactants are C1CCNC1, Cc1cc(Nc2cc3cc(OS(=O)(=O)C(F)(F)F)ccc3c(OC(C)C)n2)n[nH]1. Yields the product Cc1cc(Nc2cc3cc(N4CCCC4)ccc3c(OC(C)C)n2)n[nH]1. Reaction SMILES: [CH2:30]1[CH2:31][CH2:32][NH:33][CH2:34]1.[CH:1]([CH3:2])([CH3:3])[O:4][c:5]1[n:6][c:7]([NH:23][c:24]2[n:25][nH:26][c:27]([CH3:29])[cH:28]2)[cH:8][c:9]2[cH:10][c:11]([O:15][S:16]([C:17]([F:18])([F:19])[F:20])(=[O:21])=[O:22])[cH:12][cH:13][c:14]12>>[CH:1]([CH3:2])([CH3:3])[O:4][c:5]1[n:6][c:7]([NH:23][c:24]2[n:25][nH:26][c:27]([CH3:29])[cH:28]2)[cH:8][c:9]2[cH:10][c:11]([N:33]3[CH2:32][CH2:31][CH2:30][CH2:34]3)[cH:12][cH:13][c:14]12. The reactants are NC1CC(N(C(C1)(C)C)OCCCCCCCC)(C)C (4-amino-1-octyloxy-2,2,6,6-tetramethylpiperidine), C1(CCC(=O)O1)=O (succinic anhydride). Conditions: time 2 hour. Yields the product C(CCCCCCC)ON1C(CC(CC1(C)C)NC(CCC(=O)O)=O)(C)C (N-(1-Octyloxy-2,2,6,6-tetramethylpiperidin-4-yl) succinamic Acid), powder. The yield is 75.0%. RXN SMILES: [NH2:1][CH:2]1[CH2:7][C:6]([CH3:9])([CH3:8])[N:5]([O:10][CH2:11][CH2:12][CH2:13][CH2:14][CH2:15][CH2:16][CH2:17][CH3:18])[C:4]([CH3:20])([CH3:19])[CH2:3]1.[C:21]1(=[O:27])[O:26][C:24](=[O:25])[CH2:23][CH2:22]1>>[CH2:11]([O:10][N:5]1[C:6]([CH3:8])([CH3:9])[CH2:7][CH:2]([NH:1][C:21](=[O:27])[CH2:22][CH2:23][C:24]([OH:26])=[O:25])[CH2:3][C:4]1([CH3:19])[CH3:20])[CH2:12][CH2:13][CH2:14][CH2:15][CH2:16][CH2:17][CH3:18]. Procedure: Following the general procedure of Example 9, 4-amino-1-octyloxy-2,2,6,6-tetramethylpiperidine is added to succinic anhydride over a 30-minute period. The reaction mixture is then stirred for two hours. The crude product is purified by flash chromatography on silica gel (9:1, ethyl acetate:methanol) followed by trituration with heptane to give the title compound in 75% yield as a white powder melting at 96°-103° C.